From a dataset of the Open Reaction Database (ORD), a public repository of structured organic reaction records. describe an organic reaction: reactants, conditions, products, and yield Reactants: [BH4-].[Na+] (sodium borohydride), C(C1=CC=CC=C1)OC([C@H](CC(C)C)[C@H](C\C=C\C1=CC=CC=C1)C(=O)OC(C)(C)C)=O ((E)-benzyl-2(R)-[1(S)-(tert-butoxycarbonyl)-4-phenyl-3-butenyl]-4-methylvalerate), CO (methanol). The solvent is ClCCl (dichloromethane). Run at time 8 hour. Yields the product C(C1=CC=CC=C1)OC([C@H](CC(C)C)[C@H](CCO)C(=O)OC(C)(C)C)=O (benzyl-2(R)-[1(S)-(tert-butoxycarbonyl)-3-hydroxypropyl]-4-methylvalerate). RXN SMILES: [CH2:1]([O:8][C:9](=[O:32])[C@@H:10]([C@@H:15]([C:25]([O:27][C:28]([CH3:31])([CH3:30])[CH3:29])=[O:26])[CH2:16]/[CH:17]=C/C1C=CC=CC=1)[CH2:11][CH:12]([CH3:14])[CH3:13])[C:2]1[CH:7]=[CH:6][CH:5]=[CH:4][CH:3]=1.[BH4-].[Na+].C[OH:36]>ClCCl>[CH2:1]([O:8][C:9](=[O:32])[C@@H:10]([C@@H:15]([C:25]([O:27][C:28]([CH3:31])([CH3:30])[CH3:29])=[O:26])[CH2:16][CH2:17][OH:36])[CH2:11][CH:12]([CH3:13])[CH3:14])[C:2]1[CH:3]=[CH:4][CH:5]=[CH:6][CH:7]=1 |f:1.2|. Procedure: A solution of 32.12 g of (E)-benzyl-2(R)-[1(S)-(tert-butoxycarbonyl)-4-phenyl-3-butenyl]-4-methylvalerate in 300 ml of dichloromethane was cooled to −78° C. and ozone was then bubbled through the mixture for 2.5 hours. 35 ml of dimethyl sulfide was then addded to the mixture and stirring continued overnight at room temperature. The solvent was evaporated to give an orange oil. This was dissolved in 300 ml of methanol, cooled to 0° C. under nitrogen and then treated portionwise with 5.6 g of sodi... The reactants are CS(C)=O, ClCc1c(Cl)cccc1Cl, [K+], [K+], O=C1NCCN1, O=C([O-])[O-], O. Product: O=C1NCCN1Cc1c(Cl)cccc1Cl. Reaction SMILES: [CH3:24][S:25]([CH3:26])=[O:27].[Cl:13][c:14]1[c:15]([CH2:16][Cl:17])[c:18]([Cl:22])[cH:19][cH:20][cH:21]1.[K+:7].[K+:8].[NH:1]1[C:2](=[O:6])[NH:3][CH2:4][CH2:5]1.[O-:9][C:10]([O-:11])=[O:12].[OH2:23]>>[N:1]1([CH2:16][c:15]2[c:14]([Cl:13])[cH:21][cH:20][cH:19][c:18]2[Cl:22])[C:2](=[O:6])[NH:3][CH2:4][CH2:5]1. Starting materials: ClCCCl, CCN(C(C)C)C(C)C, O=C(COc1ccc(Cl)cc1Cl)Nc1cccc(C(=O)O)c1, NCCCN1CCOCC1, CN(C)C=O, On1nnc2ccccc21. Yields the product O=C(COc1ccc(Cl)cc1Cl)Nc1cccc(C(=O)NCCCN2CCOCC2)c1. As a reaction SMILES: [CH2:33]([Cl:34])[CH2:35][Cl:36].[CH:47]([N:48]([CH2:49][CH3:50])[CH:51]([CH3:52])[CH3:53])([CH3:54])[CH3:55].[Cl:1][c:2]1[c:3]([O:4][CH2:5][C:6](=[O:7])[NH:8][c:9]2[cH:10][c:11]([C:12](=[O:13])[OH:14])[cH:15][cH:16][cH:17]2)[cH:18][cH:19][c:20]([Cl:22])[cH:21]1.[NH2:23][CH2:24][CH2:25][CH2:26][N:27]1[CH2:28][CH2:29][O:30][CH2:31][CH2:32]1.[O:56]=[CH:57][N:58]([CH3:59])[CH3:60].[OH:37][n:38]1[c:39]2[c:40]([cH:41][cH:42][cH:43][cH:44]2)[n:45][n:46]1>>[Cl:1][c:2]1[c:3]([O:4][CH2:5][C:6](=[O:7])[NH:8][c:9]2[cH:10][c:11]([C:12](=[O:14])[NH:23][CH2:24][CH2:25][CH2:26][N:27]3[CH2:28][CH2:29][O:30][CH2:31][CH2:32]3)[cH:15][cH:16][cH:17]2)[cH:18][cH:19][c:20]([Cl:22])[cH:21]1. Starting materials: CN=C=O, CNc1nnc(C(C)(C)CCl)s1, c1ccccc1. The product is CNC(=O)N(C)c1nnc(C(C)(C)CCl)s1. Reaction SMILES: [CH3:13][N:14]=[C:15]=[O:16].[CH3:1][NH:2][c:3]1[s:4][c:5]([C:8]([CH2:9][Cl:10])([CH3:11])[CH3:12])[n:6][n:7]1.[cH:17]1[cH:18][cH:19][cH:20][cH:21][cH:22]1>>[CH3:1][N:2]([c:3]1[s:4][c:5]([C:8]([CH2:9][Cl:10])([CH3:11])[CH3:12])[n:6][n:7]1)[C:15]([NH:14][CH3:13])=[O:16]. The reactants are C, CCCCCCCCCCCCC(=O)Oc1ccc(C(=O)OCc2ccccc2)cc1, CCOC(C)=O, [Pd]. Product: CCCCCCCCCCCCC(=O)Oc1ccc(C(=O)O)cc1. Reaction SMILES: [C:32].[CH2:1]([CH2:2][CH2:3][CH2:4][CH2:5][CH2:6][CH2:7][CH2:8][CH2:9][CH2:10][CH2:11][CH3:12])[C:13](=[O:14])[O:15][c:16]1[cH:17][cH:18][c:19]([C:20](=[O:21])[O:22][CH2:23][c:24]2[cH:25][cH:26][cH:27][cH:28][cH:29]2)[cH:30][cH:31]1.[CH3:34][CH2:35][O:36][C:37](=[O:38])[CH3:39].[Pd:33]>>[CH2:1]([CH2:2][CH2:3][CH2:4][CH2:5][CH2:6][CH2:7][CH2:8][CH2:9][CH2:10][CH2:11][CH3:12])[C:13](=[O:14])[O:15][c:16]1[cH:17][cH:18][c:19]([C:20](=[O:21])[OH:22])[cH:30][cH:31]1. The reactants are OBO, Cc1cc(NS(=O)(=O)c2ccc(Br)s2)on1, Nc1ccccc1. Product: Cc1cc(NS(=O)(=O)c2ccc(-c3cccc(N)c3)s2)on1. Reaction SMILES: [BH:1]([OH:2])[OH:3].[CH3:11][c:12]1[n:13][o:14][c:15]([NH:17][S:18](=[O:19])(=[O:20])[c:21]2[s:22][c:23]([Br:26])[cH:24][cH:25]2)[cH:16]1.[NH2:4][c:5]1[cH:6][cH:7][cH:8][cH:9][cH:10]1>>[NH2:4][c:5]1[cH:6][c:7](-[c:23]2[s:22][c:21]([S:18]([NH:17][c:15]3[o:14][n:13][c:12]([CH3:11])[cH:16]3)(=[O:19])=[O:20])[cH:25][cH:24]2)[cH:8][cH:9][cH:10]1. Starting materials: [Cl-], Cl, O=N[O-], Nc1cccc2ccccc12, [Na+], O. Product: NNc1cccc2ccccc12. Reaction SMILES: [Cl-:16].[ClH:18].[N:1]([O-:2])=[O:3].[NH2:5][c:6]1[cH:7][cH:8][cH:9][c:10]2[cH:11][cH:12][cH:13][cH:14][c:15]12.[Na+:4].[OH2:17]>>[NH2:1][NH:5][c:6]1[cH:7][cH:8][cH:9][c:10]2[cH:11][cH:12][cH:13][cH:14][c:15]12. Starting materials: CCCNC(=O)Nc1ccc(Oc2ncnc3cc(OCc4ccccc4)c(OC)cc23)cc1Cl, CS(=O)(=O)O, O=C(O)C(F)(F)F. Yields the product CCCNC(=O)Nc1ccc(Oc2ncnc3cc(O)c(OC)cc23)cc1Cl. Reaction SMILES: [CH2:1]([c:2]1[cH:3][cH:4][cH:5][cH:6][cH:7]1)[O:8][c:9]1[c:10]([O:34][CH3:35])[cH:11][c:12]2[c:13]([O:19][c:20]3[cH:21][c:22]([Cl:33])[c:23]([NH:26][C:27](=[O:28])[NH:29][CH2:30][CH2:31][CH3:32])[cH:24][cH:25]3)[n:14][cH:15][n:16][c:17]2[cH:18]1.[CH3:36][S:37](=[O:38])(=[O:39])[OH:40].[OH:41][C:42]([C:43]([F:44])([F:45])[F:46])=[O:47]>>[OH:8][c:9]1[c:10]([O:34][CH3:35])[cH:11][c:12]2[c:13]([O:19][c:20]3[cH:21][c:22]([Cl:33])[c:23]([NH:26][C:27](=[O:28])[NH:29][CH2:30][CH2:31][CH3:32])[cH:24][cH:25]3)[n:14][cH:15][n:16][c:17]2[cH:18]1.